From a dataset of the Open Reaction Database (ORD), a public repository of structured organic reaction records. describe an organic reaction: reactants, conditions, products, and yield Reactants: ( D )-, N[C@@H](C)C(=O)O ((L)-Alanine), C(=O)([O-])[O-].[Cs+].[Cs+] (Cs2CO3), CNC(C1=C(C=C(C=C1)F)F)=O (N-methyl-2,4-difluorobenzamide), Cl (HCl). Run in C(C)(C)O (isopropanol), CS(=O)C (DMSO). Reaction conditions: temperature 90 celsius, time 18 hour. Yields the product CNC(=O)C1=C(C=C(C=C1)N[C@@H](C)C(=O)O)F ((S)—N-(4-methylcarbamoyl-3-fluorophenyl)alanine), CNC(=O)C1=C(C=C(C=C1)N[C@H](C)C(=O)O)F ((R)—N-(4-methylcarbamoyl-3-fluorophenyl)alanine). RXN SMILES: [NH2:1][C@H:2]([C:4]([OH:6])=[O:5])[CH3:3].C([O-])([O-])=O.[Cs+].[Cs+].[CH3:13][NH:14][C:15](=[O:24])[C:16]1[CH:21]=[CH:20][C:19](F)=[CH:18][C:17]=1[F:23].Cl>CS(C)=O.C(O)(C)C>[CH3:13][NH:14][C:15]([C:16]1[CH:21]=[CH:20][C:19]([NH:1][C@H:2]([C:4]([OH:6])=[O:5])[CH3:3])=[CH:18][C:17]=1[F:23])=[O:24].[CH3:13][NH:14][C:15]([C:16]1[CH:21]=[CH:20][C:19]([NH:1][C@@H:2]([C:4]([OH:6])=[O:5])[CH3:3])=[CH:18][C:17]=1[F:23])=[O:24] |f:1.2.3|. Procedure: (D,L)-, (D)- or (L)-Alanine (347 mg, 7.8 mmol) and Cs2CO3 (2.54 g, 7.8 mmol) were added to the solution of N-methyl-2,4-difluorobenzamide (667 mg, 3.9 mmol) in DMSO (3 ml). The reaction mixture was stirred in closed vial at 90° C. for 18 h. Cooled mixture was diluted with isopropanol, neutralized with HCl (1.36 ml, 15.6 mmol), filtered, evaporated in vacuo, and by HPLC method N-(4-methylcarbamoyl-3-fluorophenyl)alanine 4.2(2) (R1=CH3, R4=H, R5=CH3), (S)—N-(4-methylcarbamoyl-3-fluorophenyl)alanin... The reactants are C([O-])([O-])=O.[K+].[K+] (potassium carbonate), OC1=C(C#N)C=CC=C1C (2-hydroxy-3-methylbenzonitrile), BrC(C(=O)C1=CC=CC=C1)OCC (ω-bromo-2-ethoxyacetophenone), CN(C)C=O (DMF). Run in C(C)(=O)OCC (ethyl acetate). Conditions: temperature 60 celsius, time 20 hour. Product: NC1=C(OC2=C1C=CC=C2C)C(C2=C(C=CC=C2)OCC)=O (3-Amino-7-methyl-2-(2-ethoxybenzoyl)-benzofuran). RXN SMILES: [C:1](=[O:4])([O-])[O-].[K+].[K+].[OH:7][C:8]1[C:15]([CH3:16])=[CH:14][CH:13]=[CH:12][C:9]=1[C:10]#[N:11].Br[CH:18](OCC)[C:19]([C:21]1[CH:26]=[CH:25][CH:24]=[CH:23][CH:22]=1)=[O:20].[CH3:30]N(C=O)C>C(OCC)(=O)C>[NH2:11][C:10]1[C:9]2[CH:12]=[CH:13][CH:14]=[C:15]([CH3:16])[C:8]=2[O:7][C:18]=1[C:19](=[O:20])[C:21]1[CH:22]=[CH:23][CH:24]=[CH:25][C:26]=1[O:4][CH2:1][CH3:30] |f:0.1.2|. Reported procedure: A suspension of potassium carbonate (1.24 g, 8.9 mmol), 2-hydroxy-3-methylbenzonitrile (0.3 g, 2.25 mmol) and ω-bromo-2-ethoxyacetophenone (0.55 g, 2.25 mmol) in dry DMF (10 ml) is stirred at 60° C. for 20 h. The reaction mixture is diluted with ethyl acetate and the resulting solution is washed repeatedly with brine. Drying of the solution over sodium sulfate, filtering and evaporation of the solvent leaves the crude product. Purification on silicagel yields the title compound in pure form. (CD...